This data is from the Open Reaction Database (ORD), a public repository of structured organic reaction records. The task is: describe an organic reaction: reactants, conditions, products, and yield Starting materials: C(C(=O)O)(=O)O (oxalic acid), C(C)(C)C=1OC=CC1S(=O)(=O)C1=CC=C(C=C1)OCCCBr (2-isopropyl-3-[4-(3-bromopropyloxy)benzenesulphonyl]furan), C(C)(C)(C)N (tert-butylamine), O (water). Run in CS(=O)C (dimethylsulphoxide). Run at time 24 hour. The product is C(C(=O)O)(=O)O.C(C)(C)C=1OC=CC1S(=O)(=O)C1=CC=C(C=C1)OCCCNC(C)(C)C (2-Isopropyl-3-{4-[3-(tert-butylamino)propyloxy]benzenesulphonyl}furan oxalate). As a reaction SMILES: [CH:1]([C:4]1[O:5][CH:6]=[CH:7][C:8]=1[S:9]([C:12]1[CH:17]=[CH:16][C:15]([O:18][CH2:19][CH2:20][CH2:21]Br)=[CH:14][CH:13]=1)(=[O:11])=[O:10])([CH3:3])[CH3:2].[C:23]([NH2:27])([CH3:26])([CH3:25])[CH3:24].O.[C:29]([OH:34])(=[O:33])[C:30]([OH:32])=[O:31]>CS(C)=O>[C:29]([OH:34])(=[O:33])[C:30]([OH:32])=[O:31].[CH:1]([C:4]1[O:5][CH:6]=[CH:7][C:8]=1[S:9]([C:12]1[CH:17]=[CH:16][C:15]([O:18][CH2:19][CH2:20][CH2:21][NH:27][C:23]([CH3:26])([CH3:25])[CH3:24])=[CH:14][CH:13]=1)(=[O:11])=[O:10])([CH3:3])[CH3:2] |f:5.6|. Procedure: A mixture of 0.00282 mol of 2-isopropyl-3-[4-(3-bromopropyloxy)benzenesulphonyl]furan and 0.013 mol of tert-butylamine in 7 ml of dimethylsulphoxide was stirred at room-temperature for 24 hours. After that, the mixture was poured into water, distilled in the presence of ethyl acetate, dried on sodium sulphate, filtered and concentrated. The residue so obtained was purified on a silica column using a methanol/ethyl acetate 2/8 mixture as eluent. The oily base so provided was then treated with an ... Reactants: B, CC(C)CCNC(=O)c1ccc(Br)c(F)c1, Cl, C1CCOC1. The product is CC(C)CCNCc1ccc(Br)c(F)c1. As a reaction SMILES: [BH3:17].[Br:1][c:2]1[c:3]([F:16])[cH:4][c:5]([C:6](=[O:7])[NH:8][CH2:9][CH2:10][CH:11]([CH3:12])[CH3:13])[cH:14][cH:15]1.[ClH:18].[O:19]1[CH2:20][CH2:21][CH2:22][CH2:23]1>>[Br:1][c:2]1[c:3]([F:16])[cH:4][c:5]([CH2:6][NH:8][CH2:9][CH2:10][CH:11]([CH3:12])[CH3:13])[cH:14][cH:15]1. Starting materials: N1(CCNCC1)C=1C=CC=2N(N1)C(=NN2)C(F)(F)F (6-(piperazin-1-yl)-3-(trifluoromethyl)-[1,2,4]triazolo[4,3-b]pyridazine), N1C=C(C=2C1=CN=CC2)C=O (1H-pyrrolo[2,3-c]pyridine-3-carboxaldehyde). Product: N1C=C(C=2C1=CN=CC2)C2CCN(CC2)C=2C=CC=1N(N2)C(=NN1)C(F)(F)F (6-[4-(1H-pyrrolo[2,3-c]pyridin-3-yl)piperidin-1-yl]-3-(trifluoromethyl)[1,2,4]triazolo[4,3-b]pyridazine). Yield: 68.0%. RXN SMILES: [N:1]1([C:7]2[CH:8]=[CH:9][C:10]3[N:11]([C:13]([C:16]([F:19])([F:18])[F:17])=[N:14][N:15]=3)[N:12]=2)[CH2:6][CH2:5]N[CH2:3][CH2:2]1.[NH:20]1[C:24]2=[CH:25][N:26]=[CH:27][CH:28]=[C:23]2[C:22]([CH:29]=O)=[CH:21]1>>[NH:20]1[C:24]2=[CH:25][N:26]=[CH:27][CH:28]=[C:23]2[C:22]([CH:29]2[CH2:3][CH2:2][N:1]([C:7]3[CH:8]=[CH:9][C:10]4[N:11]([C:13]([C:16]([F:17])([F:18])[F:19])=[N:14][N:15]=4)[N:12]=3)[CH2:6][CH2:5]2)=[CH:21]1. Procedure: Obtained in 68% yield by General Synthetic Method 5, starting from 6-(piperazin-1-yl)-3-(trifluoromethyl)-[1,2,4]triazolo[4,3-b]pyridazine and 1H-pyrrolo[2,3-c]pyridine-3-carboxaldehyde (obtained as described in J. Chem. Soc. (C) 1970, 498).